This data is from the Open Reaction Database (ORD), a public repository of structured organic reaction records. The task is: describe an organic reaction: reactants, conditions, products, and yield Reported procedure: To a solution of ethyl diethylphosphonoacetate (6.10 g) in tetrahydrofuran (50 ml) was added sodium hydride (60% in oil, 599 mg) and the solution was stirred at ambient temperature for 30 minutes. To the solution was added a solution of 1-(4-nitrobenzoyl)-2,3,4,5-tetrahydro -1H-1-benzazepine (3.10 g) in tetrahydrofuran (10 ml) dropwise and the mixture was stirred at ambient temperature for 5 hours. The solution was poured into water and the aqueous solution was extracted with ethyl acetate. The ... RXN SMILES: C(OP([CH2:9][C:10]([O:12][CH2:13][CH3:14])=[O:11])(OCC)=O)C.[H-].[Na+].[N+:17]([C:20]1[CH:38]=[CH:37][C:23]([C:24]([N:26]2[C:32]3[CH:33]=[CH:34][CH:35]=[CH:36][C:31]=3[CH2:30][CH2:29][CH2:28][CH2:27]2)=[O:25])=[CH:22][CH:21]=1)([O-:19])=[O:18].O>O1CCCC1>[CH2:13]([O:12][C:10]([CH:9]=[C:30]1[C:31]2[CH:36]=[CH:35][CH:34]=[CH:33][C:32]=2[N:26]([C:24](=[O:25])[C:23]2[CH:37]=[CH:38][C:20]([N+:17]([O-:19])=[O:18])=[CH:21][CH:22]=2)[CH2:27][CH2:28][CH2:29]1)=[O:11])[CH3:14].[CH2:13]([O:12][C:10]([CH2:9][C:30]1[C:31]2[CH:36]=[CH:35][CH:34]=[CH:33][C:32]=2[N:26]([C:24](=[O:25])[C:23]2[CH:37]=[CH:38][C:20]([N+:17]([O-:19])=[O:18])=[CH:21][CH:22]=2)[CH2:27][CH2:28][CH:29]=1)=[O:11])[CH3:14] |f:1.2|. Reaction conditions: time 30 minute. Run in O1CCCC1 (tetrahydrofuran), O1CCCC1 (tetrahydrofuran). Product: C(C)OC(=O)C=C1CCCN(C2=C1C=CC=C2)C(C2=CC=C(C=C2)[N+](=O)[O-])=O (5-ethoxycarbonylmethylene-1-(4-nitrobenzoyl) -2,3,4,5-tetrahydro-1H-1-benzazepine), C(C)OC(=O)CC1=CCCN(C2=C1C=CC=C2)C(C2=CC=C(C=C2)[N+](=O)[O-])=O (5-ethoxycarbonylmethyl-1-(4-nitrobenzoyl)-2,3-dihydro -1H-1-benzazepine). Reactants: C(C)OP(=O)(OCC)CC(=O)OCC (ethyl diethylphosphonoacetate), [H-].[Na+] (sodium hydride), [N+](=O)([O-])C1=CC=C(C(=O)N2CCCCC3=C2C=CC=C3)C=C1 (1-(4-nitrobenzoyl)-2,3,4,5-tetrahydro -1H-1-benzazepine), O (water). Starting materials: C(C)OC(C1=CN=CC=C1)=O (nicotinic acid ethyl ester), FC1=C(C=CC=C1)CC#N ((2-fluoro-phenyl)-acetonitrile). Product: FC1=C(C=CC=C1)CC(=O)C=1C=NC=CC1 (2-(2-fluoro-phenyl)-1-pyridin-3-yl-ethanone), FC1=C(C=CC=C1)CC(C=1C=NC=CC1)N (2-(2-fluoro-phenyl)-1-pyridin-3-yl-ethylamine). Reaction SMILES: C(O[C:4](=[O:11])[C:5]1[CH:10]=[CH:9][CH:8]=[N:7][CH:6]=1)C.[F:12][C:13]1[CH:18]=[CH:17][CH:16]=[CH:15][C:14]=1[CH2:19][C:20]#[N:21]>>[F:12][C:13]1[CH:18]=[CH:17][CH:16]=[CH:15][C:14]=1[CH2:19][C:4]([C:5]1[CH:6]=[N:7][CH:8]=[CH:9][CH:10]=1)=[O:11].[F:12][C:13]1[CH:18]=[CH:17][CH:16]=[CH:15][C:14]=1[CH2:19][CH:20]([NH2:21])[C:5]1[CH:6]=[N:7][CH:8]=[CH:9][CH:10]=1. Reported procedure: The title compound was generated from commercially available nicotinic acid ethyl ester and (2-fluoro-phenyl)-acetonitrile according to the general procedure D described above. The intermediates 2-(2-fluoro-phenyl)-1-pyridin-3-yl-ethanone and 2-(2-fluoro-phenyl)-1-pyridin-3-yl-ethylamine were isolated and characterized. The reactants are CCN=C=NCCCN(C)C, CCN(C(C)C)C(C)C, Cl, NCC(=O)N1CCN(C(=O)c2ccccc2C(F)(F)F)CC1, CN(C)C=O, O, On1nnc2ccccc21, O=C(O)c1cc(-c2ccccc2)c[nH]1. Product: O=C(NCC(=O)N1CCN(C(=O)c2ccccc2C(F)(F)F)CC1)c1cc(-c2ccccc2)c[nH]1. Reaction SMILES: [CH3:34][CH2:35][N:36]=[C:37]=[N:38][CH2:39][CH2:40][CH2:41][N:42]([CH3:43])[CH3:44].[CH:1]([N:2]([CH2:3][CH3:4])[CH:5]([CH3:6])[CH3:7])([CH3:8])[CH3:9].[ClH:45].[NH2:46][CH2:47][C:48](=[O:49])[N:50]1[CH2:51][CH2:52][N:53]([C:56]([c:57]2[c:58]([C:63]([F:64])([F:65])[F:66])[cH:59][cH:60][cH:61][cH:62]2)=[O:67])[CH2:54][CH2:55]1.[O:68]=[CH:69][N:70]([CH3:71])[CH3:72].[OH2:73].[OH:24][n:25]1[c:26]2[c:27]([cH:28][cH:29][cH:30][cH:31]2)[n:32][n:33]1.[c:10]1(-[c:16]2[cH:17][c:18]([C:21](=[O:22])[OH:23])[nH:19][cH:20]2)[cH:11][cH:12][cH:13][cH:14][cH:15]1>>[c:10]1(-[c:16]2[cH:17][c:18]([C:21](=[O:23])[NH:46][CH2:47][C:48](=[O:49])[N:50]3[CH2:51][CH2:52][N:53]([C:56]([c:57]4[c:58]([C:63]([F:64])([F:65])[F:66])[cH:59][cH:60][cH:61][cH:62]4)=[O:67])[CH2:54][CH2:55]3)[nH:19][cH:20]2)[cH:11][cH:12][cH:13][cH:14][cH:15]1. Reactants: CCc1nc2c(C)cc(C)nc2n1Cc1ccc(C2(C(=O)OC)CC=CC2)cc1, CO, [Li+], [OH-], O, O. The product is CCc1nc2c(C)cc(C)nc2n1Cc1ccc(C2(C(=O)O)CC=CC2)cc1. RXN SMILES: [CH2:1]([CH3:2])[c:3]1[n:4][c:5]2[c:6]([n:7][c:8]([CH3:12])[cH:9][c:10]2[CH3:11])[n:13]1[CH2:14][c:15]1[cH:16][cH:17][c:18]([C:21]2([C:26](=[O:27])[O:28][CH3:29])[CH2:22][CH:23]=[CH:24][CH2:25]2)[cH:19][cH:20]1.[CH3:33][OH:34].[Li+:32].[OH-:31].[OH2:30].[OH2:35]>>[CH2:1]([CH3:2])[c:3]1[n:4][c:5]2[c:6]([n:7][c:8]([CH3:12])[cH:9][c:10]2[CH3:11])[n:13]1[CH2:14][c:15]1[cH:16][cH:17][c:18]([C:21]2([C:26](=[O:27])[OH:28])[CH2:22][CH:23]=[CH:24][CH2:25]2)[cH:19][cH:20]1.